Dataset: the Open Reaction Database (ORD), a public repository of structured organic reaction records. Task: describe an organic reaction: reactants, conditions, products, and yield Reactants: CCOCC, CO, CCCC(O)=C(C#N)C#N, C[Si](C)(C)C=[N+]=[N-]. Product: CCCC(OC)=C(C#N)C#N. As a reaction SMILES: [CH3:18][CH2:19][O:20][CH2:21][CH3:22].[CH3:23][OH:24].[OH:1][C:2]([CH2:3][CH2:4][CH3:5])=[C:6]([C:7]#[N:8])[C:9]#[N:10].[Si:11]([CH3:12])([CH:13]=[N+:14]=[N-:15])([CH3:16])[CH3:17]>>[O:1]([C:2]([CH2:3][CH2:4][CH3:5])=[C:6]([C:7]#[N:8])[C:9]#[N:10])[CH3:12]. The reactants are C(=S)=S (Carbon disulfide), CC(C)(C)C=1C=C(C=C(C1OCOCCOC)C(C)(C)C)C(=N)NN (3,5-bis(1,1-dimethylethyl)-4-[(2-methoxyethoxy)methoxy]benzene carboximidic acid hydrazide). Run in C(C)O (ethanol), C(C)(C)OC(C)C (isopropyl ether). Run at time 3 hour. Yields the product CC(C)(C)C=1C=C(C=C(C1OCOCCOC)C(C)(C)C)C1=NNC(S1)=S (5-[3,5-bis(1,1-dimethylethyl)- 4-[(2-methoxyethoxy)methoxy]phenyl]-1,3,4-thiadiazole-2(3H)-thione). Isolated yield 32.5%. Reaction SMILES: [C:1](=[S:3])=[S:2].[CH3:4][C:5]([C:8]1[CH:9]=[C:10]([C:25]([NH:27][NH2:28])=N)[CH:11]=[C:12]([C:21]([CH3:24])([CH3:23])[CH3:22])[C:13]=1[O:14][CH2:15][O:16][CH2:17][CH2:18][O:19][CH3:20])([CH3:7])[CH3:6]>C(O)C.C(OC(C)C)(C)C>[CH3:7][C:5]([C:8]1[CH:9]=[C:10]([C:25]2[S:2][C:1](=[S:3])[NH:28][N:27]=2)[CH:11]=[C:12]([C:21]([CH3:24])([CH3:23])[CH3:22])[C:13]=1[O:14][CH2:15][O:16][CH2:17][CH2:18][O:19][CH3:20])([CH3:4])[CH3:6]. Procedure: Carbon disulfide (1.6 g, 0 021 mole) is added dropwise to a stirred 0° C. solution of 3,5-bis(1,1-dimethylethyl)-4-[(2-methoxyethoxy)methoxy]benzene carboximidic acid hydrazide (3.0 g, 0.085 mole) in absolute ethanol (36 ml). The mixture is allowed to warm to room temperature and stir three hours. The mixture is stripped of volatiles under reduced pressure and the residue is dissolved in isopropyl ether and the solvent removed under reduced pressure. The resulting solid is recrystallized from is... Starting materials: O=C([O-])[O-], Cc1cc(COc2ccc(S(=O)(=O)NC3CCCCC3C(=O)OC(C)(C)C)cc2)c2ccccc2n1, CN(C)C=O, CI, [K+], [K+]. Product: Cc1cc(COc2ccc(S(=O)(=O)N(C)C3CCCCC3C(=O)OC(C)(C)C)cc2)c2ccccc2n1. As a reaction SMILES: [C:37](=[O:38])([O-:39])[O-:40].[CH3:1][c:2]1[n:3][c:4]2[cH:5][cH:6][cH:7][cH:8][c:9]2[c:10]([CH2:12][O:13][c:14]2[cH:15][cH:16][c:17]([S:20](=[O:21])(=[O:22])[NH:23][CH:24]3[CH:25]([C:30](=[O:31])[O:32][C:33]([CH3:34])([CH3:35])[CH3:36])[CH2:26][CH2:27][CH2:28][CH2:29]3)[cH:18][cH:19]2)[cH:11]1.[CH3:45][N:46]([CH3:47])[CH:48]=[O:49].[I:43][CH3:44].[K+:41].[K+:42]>>[CH3:1][c:2]1[n:3][c:4]2[cH:5][cH:6][cH:7][cH:8][c:9]2[c:10]([CH2:12][O:13][c:14]2[cH:15][cH:16][c:17]([S:20](=[O:21])(=[O:22])[N:23]([CH:24]3[CH:25]([C:30](=[O:31])[O:32][C:33]([CH3:34])([CH3:35])[CH3:36])[CH2:26][CH2:27][CH2:28][CH2:29]3)[CH3:37])[cH:18][cH:19]2)[cH:11]1. Starting materials: C(=O)(N1C=NC=C1)N1C=NC=C1 (1,1′-carbonyldiimidazole), C(C)(C)(C)OC(=O)N1[C@@H]([C@@H](CC1)O[Si](C)(C)C(C)(C)C)CNC1=C(C(=C(C=C1)C#N)Cl)C ((2R,3R)-3-(tert-Butyldimethylsilanyloxy)-2-[(3-chloro-4-cyano-2-methylphenylamino)methyl]pyrrolidine-1-carboxylic acid tert-butyl ester), C1CCC2=NCCCN2CC1 (DBU). Run in CCOC(=O)C (EtOAc), O (water), C1CCOC1 (THF). Conditions: time 3 day. Yields the product ClC1=C(C#N)C=CC(=C1C)N1C(N2[C@H](C1)[C@@H](CC2)O)=O ((7R,7aR)-2-Chloro-4-(7-hydroxy-3-oxotetrahydropyrrolo[1,2-c]imidazol-2-yl)-3-methylbenzonitrile). Yield: 5.7%. RXN SMILES: C([O:5][C:6]([N:8]1[CH2:12][CH2:11][C@@H:10]([O:13][Si](C(C)(C)C)(C)C)[C@H:9]1[CH2:21][NH:22][C:23]1[CH:28]=[CH:27][C:26]([C:29]#[N:30])=[C:25]([Cl:31])[C:24]=1[CH3:32])=O)(C)(C)C.C(N1C=CN=C1)(N1C=CN=C1)=O.C1CCN2C(=NCCC2)CC1>C1COCC1.CCOC(C)=O.O>[Cl:31][C:25]1[C:24]([CH3:32])=[C:23]([N:22]2[CH2:21][C@@H:9]3[C@H:10]([OH:13])[CH2:11][CH2:12][N:8]3[C:6]2=[O:5])[CH:28]=[CH:27][C:26]=1[C:29]#[N:30]. Procedure: To a solution of (2R,3R)-3-(tert-Butyldimethylsilanyloxy)-2-[(3-chloro-4-cyano-2-methylphenylamino)methyl]pyrrolidine-1-carboxylic acid tert-butyl ester (51E) (22 mg, 0.06 mmol) dissolved in THF (1 mL) was added 1,1′-carbonyldiimidazole (9.40 mg, 0.06 mmol) and the mixture was stirred at rt for 3 days, and then brought to reflux for 1 h. An aliquot (˜half of the reaction mixture) was treated with DBU (10 μL, 0.07 mmol) and the reaction mixture was heated at reflux overnight. The reaction was the... Starting materials: potassium tert.-butylate, CC1=C(N(CC#C)C(=O)C=2OC=CC2)C(=CC=C1)C (2,6-dimethyl-N-(2-furoyl)-N-propargyl-aniline), O (water). The solvent is O1CCCC1 (tetrahydrofuran). Conditions: time 2 hour. Product: CC1=C(N(C(=O)C=2OC=CC2)C=C=C)C(=CC=C1)C (2,6-dimethyl-N-allenyl-N-(2-furoyl)-aniline). Yield: 47.4%. As a reaction SMILES: [CH3:1][C:2]1[CH:18]=[CH:17][CH:16]=[C:15]([CH3:19])[C:3]=1[N:4]([C:8]([C:10]1[O:11][CH:12]=[CH:13][CH:14]=1)=[O:9])[CH2:5][C:6]#[CH:7].O>O1CCCC1>[CH3:1][C:2]1[CH:18]=[CH:17][CH:16]=[C:15]([CH3:19])[C:3]=1[N:4]([CH:5]=[C:6]=[CH2:7])[C:8]([C:10]1[O:11][CH:12]=[CH:13][CH:14]=1)=[O:9]. Reported procedure: 50 g (0.2 mol) of 2,6-dimethyl-N-(2-furoyl)-N-propargyl-aniline were dissolved in 200 ml of anhydrous tetrahydrofuran, and 150 mg of potassium tert.-butylate were added. During this procedure, the temperature of the solution rose to about 50° C., the solution becoming colored. The reaction mixture was left to stand for 2 hours and then poured onto 500 ml of water. The crystalline product which had precipitated was filtered off, dried and recrystallized from ethyl acetate/petroleum ether. 24 g (4... RXN SMILES: [CH2:1]([c:2]1[cH:3][cH:4][cH:5][cH:6][cH:7]1)[O:8][c:9]1[c:10]([C:25]#[N:26])[cH:11][c:12](-[c:15]2[cH:16][c:17]([C:18](=[O:19])[O:20][CH3:21])[cH:22][cH:23][n:24]2)[cH:13][cH:14]1.[CH3:27][c:28]1[c:29]([CH3:30])[c:31]([CH3:32])[c:33]([CH3:34])[c:35]([CH3:36])[cH:37]1.[OH:38][S:39]([C:40]([F:41])([F:42])[F:43])(=[O:44])=[O:45]>>[OH:8][c:9]1[c:10]([C:25]#[N:26])[cH:11][c:12](-[c:15]2[cH:16][c:17]([C:18](=[O:19])[O:20][CH3:21])[cH:22][cH:23][n:24]2)[cH:13][cH:14]1. Starting materials: COC(=O)c1ccnc(-c2ccc(OCc3ccccc3)c(C#N)c2)c1, Cc1cc(C)c(C)c(C)c1C, O=S(=O)(O)C(F)(F)F. Yields the product COC(=O)c1ccnc(-c2ccc(O)c(C#N)c2)c1. Reported procedure: Prepared analogously to Example 1 from 9-chloro-11-(chlorocarbonyl)-5,11-dihydro-6H-pyrido[2,3-b][1,4]benzodiazepin-6-one and 2-[4-[3-(piperidin-l-yl)propyl]-piperidin-l-yl]ethanamine in a yield of 10% of theory. Colourless crystals, m.p. 176°-177° C. (acetonitrile). Product: ClC1=CC2=C(C(NC3=C(N2C(=O)NCCN2CCC(CC2)CCCN2CCCCC2)N=CC=C3)=O)C=C1 (9-Chloro-5,11-dihydro-11-[[[2-[4-[3-(piperidin-l-yl)propyl]-piperidin-l-yl]ethyl]amino]carbonyl]-6H-pyrido[2,3-b][1,4]benzodiazepin-6-one). Reactants: ClC1=CC2=C(C(NC3=C(N2C(=O)Cl)N=CC=C3)=O)C=C1 (9-chloro-11-(chlorocarbonyl)-5,11-dihydro-6H-pyrido[2,3-b][1,4]benzodiazepin-6-one), N1(CCCCC1)CCCC1CCN(CC1)CCN (2-[4-[3-(piperidin-l-yl)propyl]-piperidin-l-yl]ethanamine). RXN SMILES: [Cl:1][C:2]1[CH:20]=[CH:19][C:5]2[C:6](=[O:18])[NH:7][C:8]3[CH:17]=[CH:16][CH:15]=[N:14][C:9]=3[N:10]([C:11](Cl)=[O:12])[C:4]=2[CH:3]=1.[N:21]1([CH2:27][CH2:28][CH2:29][CH:30]2[CH2:35][CH2:34][N:33]([CH2:36][CH2:37][NH2:38])[CH2:32][CH2:31]2)[CH2:26][CH2:25][CH2:24][CH2:23][CH2:22]1>C(#N)C>[Cl:1][C:2]1[CH:20]=[CH:19][C:5]2[C:6](=[O:18])[NH:7][C:8]3[CH:17]=[CH:16][CH:15]=[N:14][C:9]=3[N:10]([C:11]([NH:38][CH2:37][CH2:36][N:33]3[CH2:32][CH2:31][CH:30]([CH2:29][CH2:28][CH2:27][N:21]4[CH2:22][CH2:23][CH2:24][CH2:25][CH2:26]4)[CH2:35][CH2:34]3)=[O:12])[C:4]=2[CH:3]=1. The solvent is C(C)#N (acetonitrile). Yield: 10.0%. The reactants are N1C(CCC1)=O (2-pyrrolidinone), C1CCC(CC1)C1=C(C=CC=C1)S(=O)(=O)Cl ((4-cyclohexyl)benzene-sulphonyl chloride), solution, C(CCC)[Li] (n-butyllithium). The solvent is O1CCCC1 (tetrahydrofuran), O1CCCC1 (tetrahydrofuran), CCCCCC (hexane). The product is C1CCC(CC1)C1=C(C=CC=C1)S(=O)(=O)N1C(CCC1)=O (1-[(4-cyclohexyl)phenylsulphonyl]-2-pyrrolidinone). The yield is 42.2%. As a reaction SMILES: [NH:1]1[CH2:5][CH2:4][CH2:3][C:2]1=[O:6].C([Li])CCC.[CH2:12]1[CH2:17][CH2:16][CH:15]([C:18]2[CH:23]=[CH:22][CH:21]=[CH:20][C:19]=2[S:24](Cl)(=[O:26])=[O:25])[CH2:14][CH2:13]1>O1CCCC1.CCCCCC>[CH2:12]1[CH2:13][CH2:14][CH:15]([C:18]2[CH:23]=[CH:22][CH:21]=[CH:20][C:19]=2[S:24]([N:1]2[CH2:5][CH2:4][CH2:3][C:2]2=[O:6])(=[O:26])=[O:25])[CH2:16][CH2:17]1. Procedure: The operation is carried out as in Example 12, using 1.97 g of 2-pyrrolidinone in 100 cm3 of tetrahydrofuran, 15.5 cm3 of a 1.5M solution of n-butyllithium in hexane, and 6 g of (4-cyclohexyl)benzene-sulphonyl chloride [J. Am. Chem. Soc. 62, 513 (1940)] in 24 cm3 of tetrahydrofuran. 3 g of expected product is obtained. RXN SMILES: [C:27]([OH:28])(=[O:29])[CH3:30].[CH2:21]1[CH2:22][O:23][CH2:24][CH2:25][NH:26]1.[F:1][c:2]1[c:3]([CH:4]=[O:5])[cH:6][cH:7][c:8]([CH:10]=[CH:11][B:12]2[O:13][C:14]([CH3:19])([CH3:20])[C:15]([CH3:17])([CH3:18])[O:16]2)[cH:9]1>>[F:1][c:2]1[c:3]([CH2:4][N:26]2[CH2:21][CH2:22][O:23][CH2:24][CH2:25]2)[cH:6][cH:7][c:8]([CH:10]=[CH:11][B:12]2[O:13][C:14]([CH3:19])([CH3:20])[C:15]([CH3:17])([CH3:18])[O:16]2)[cH:9]1. Product: CC1(C)OB(C=Cc2ccc(CN3CCOCC3)c(F)c2)OC1(C)C. Reactants: CC(=O)O, C1COCCN1, CC1(C)OB(C=Cc2ccc(C=O)c(F)c2)OC1(C)C.